This data is from the Open Reaction Database (ORD), a public repository of structured organic reaction records. The task is: describe an organic reaction: reactants, conditions, products, and yield Reactants: OC[C@H](O)[C@@H](O)[C@H](O)[C@H](O)CO (Sorbitol), [Cl-].[Cl-].[Ca+2] (CaCl2). The product is OC[C@H](O)[C@@H](O)[C@H](O)[C@H](O)CO.[Cl-].[Cl-].[Ca+2] (Sorbitol CaCl2). As a reaction SMILES: [OH:1][CH2:2][C@@H:3]([C@H:5]([C@@H:7]([C@@H:9]([CH2:11][OH:12])[OH:10])[OH:8])[OH:6])[OH:4].[Cl-:13].[Cl-].[Ca+2:15]>>[OH:12][CH2:11][C@@H:9]([C@H:7]([C@@H:5]([C@@H:3]([CH2:2][OH:1])[OH:4])[OH:6])[OH:8])[OH:10].[Cl-:13].[Cl-:13].[Ca+2:15] |f:1.2.3,4.5.6.7|. Reported procedure: 1.2M Sorbitol and 50 mM CaCl2 Starting materials: C, CCNC(=O)C1CC(F)CN1C(=O)OCc1ccccc1, CO, [Pd]. Yields the product CCNC(=O)C1CC(F)CN1. As a reaction SMILES: [C:24].[CH2:1]([O:2][C:3](=[O:4])[N:11]1[CH:12]([C:17](=[O:18])[NH:19][CH2:20][CH3:21])[CH2:13][CH:14]([F:16])[CH2:15]1)[c:5]1[cH:6][cH:7][cH:8][cH:9][cH:10]1.[CH3:22][OH:23].[Pd:25]>>[NH:11]1[CH:12]([C:17](=[O:18])[NH:19][CH2:20][CH3:21])[CH2:13][CH:14]([F:16])[CH2:15]1. The reactants are II (iodine), Cl (hydrochloric acid), C(C)(C)[Mg]Br (isopropylmagnesium bromide), C(C)OC(=O)OC(=C=C)CCCCCC (3-[(ethoxycarbonyl)oxy]-1,2-nonadiene). The reagents and catalysts are C(C)(C)O[Ti](OC(C)C)(OC(C)C)OC(C)C (tetraisopropoxytitanium). Run in C(C)OCC (ethyl ether), O1CCCC1 (tetrahydrofuran), C(C)OCC (ethyl ether). Conditions: temperature -50 celsius, time 1 hour. Yields the product IC(=C)\C=C\CCCCC ((E)-2-iodo-1,3-nonadiene), compound. Yield: 77.0%. Reaction SMILES: C(OC(O[C:7]([CH2:10][CH2:11][CH2:12][CH2:13][CH2:14][CH3:15])=[C:8]=[CH2:9])=O)C.C([Mg]Br)(C)C.[I:21]I.Cl>C(O[Ti](OC(C)C)(OC(C)C)OC(C)C)(C)C.O1CCCC1.C(OCC)C>[I:21][C:8](/[CH:7]=[CH:10]/[CH2:11][CH2:12][CH2:13][CH2:14][CH3:15])=[CH2:9]. Procedure: To an ethyl ether solution (12 ml) containing 3-[(ethoxycarbonyl)oxy]-1,2-nonadiene (424 mg, 2.0 mmol) and tetraisopropoxytitanium (0.89 ml, 3.0 mmol) was added at −78° C. an ethyl ether solution containing isopropylmagnesium bromide (6.0 mmol). The reaction liquid was heated to −50° C. over 30 minutes and stirred for 1 hour. The reaction liquid was given dropwise a tetrahydrofuran solution (4 ml) containing iodine (761 mg, 3.0 mmol). After heating to 0° C. over 1.5 hours, the reaction liquid wa... Starting materials: [H-].[Na+] (sodium hydride), CC1(CC(NC2=CC=C(C=C12)C(=O)O)C1=CC(=CC=C1)N1CCCC1)C (4,4-dimethyl-2-(3-pyrrolidin-1-yl-phenyl)-1,2,3,4-tetrahydro-quinoline-6-carboxylic acid), C(=O)(N1C=NC=C1)N1C=NC=C1 (1,1′-carbonyldiimidazole), C1(CC1)S(=O)(=O)N (cyclopropanesulfonic acid amide). Solvent: O (water), CN(C=O)C (N,N-dimethylformamide), CN(C=O)C (N,N-dimethylformamide). Run at temperature 25 celsius, time 1 hour. Yields the product CC1(CC(NC2=CC=C(C=C12)C(=O)NS(=O)(=O)C1CC1)C1=CC(=CC=C1)N1CCCC1)C (cyclopropanesulfonic acid [4,4-dimethyl-2-(3-pyrrolidin-1-yl-phenyl)-1,2,3,4-tetrahydro-quinoline-6-carbonyl]-amide). The yield is 8.2%. As a reaction SMILES: [H-].[Na+].[CH:3]1([S:6]([NH2:9])(=[O:8])=[O:7])[CH2:5][CH2:4]1.[CH3:10][C:11]1([CH3:35])[C:20]2[C:15](=[CH:16][CH:17]=[C:18]([C:21](O)=[O:22])[CH:19]=2)[NH:14][CH:13]([C:24]2[CH:29]=[CH:28][CH:27]=[C:26]([N:30]3[CH2:34][CH2:33][CH2:32][CH2:31]3)[CH:25]=2)[CH2:12]1.C(N1C=CN=C1)(N1C=CN=C1)=O>CN(C)C=O.O>[CH3:10][C:11]1([CH3:35])[C:20]2[C:15](=[CH:16][CH:17]=[C:18]([C:21]([NH:9][S:6]([CH:3]3[CH2:5][CH2:4]3)(=[O:8])=[O:7])=[O:22])[CH:19]=2)[NH:14][CH:13]([C:24]2[CH:29]=[CH:28][CH:27]=[C:26]([N:30]3[CH2:34][CH2:33][CH2:32][CH2:31]3)[CH:25]=2)[CH2:12]1 |f:0.1|. Reported procedure: To a suspension of 60% sodium hydride (800 mg, 20 mmol) in N,N-dimethylformamide (4 mL) was added cyclopropanesulfonic acid amide (2.4 g, 20 mmol) at room temperature. The resulting mixture was stirred at 25° C. for 1 h to afford Solution A52. A solution of 4,4-dimethyl-2-(3-pyrrolidin-1-yl-phenyl)-1,2,3,4-tetrahydro-quinoline-6-carboxylic acid (1 g, 2.86 mmol) and 1,1′-carbonyldiimidazole (930 mg, 5.71 mmol) in N,N-dimethylformamide (3 mL) was stirred at 70° C. for 1 h and cooled to room temper... Reactants: CC(=O)O, COc1cc([N+](=O)[O-])c(Cl)cc1C(=O)NCCN1CCC2(CC1)C(=O)NCN2c1ccccc1, [H][H]. Product: COc1cc(N)c(Cl)cc1C(=O)NCCN1CCC2(CC1)C(=O)NCN2c1ccccc1. As a reaction SMILES: [CH3:37][C:38](=[O:39])[OH:40].[Cl:1][c:2]1[c:3]([N+:32]([O-:33])=[O:34])[cH:4][c:5]([O:30][CH3:31])[c:6]([C:7](=[O:8])[NH:9][CH2:10][CH2:11][N:12]2[CH2:13][CH2:14][C:15]3([C:16](=[O:26])[NH:17][CH2:18][N:19]3[c:20]3[cH:21][cH:22][cH:23][cH:24][cH:25]3)[CH2:27][CH2:28]2)[cH:29]1.[H:35][H:36]>>[Cl:1][c:2]1[c:3]([NH2:32])[cH:4][c:5]([O:30][CH3:31])[c:6]([C:7](=[O:8])[NH:9][CH2:10][CH2:11][N:12]2[CH2:13][CH2:14][C:15]3([C:16](=[O:26])[NH:17][CH2:18][N:19]3[c:20]3[cH:21][cH:22][cH:23][cH:24][cH:25]3)[CH2:27][CH2:28]2)[cH:29]1. Starting materials: C(C)(=O)O[BH-](OC(C)=O)OC(C)=O.[Na+] (Sodium triacetoxyborohydride), CN(C)C=O (DMF), FC(C(=O)O)(F)F (trifluoroacetic acid), O1N=C(C2=C1CNCC2)O (4,5,6,7-tetrahydroisoxazolo[5,4-c]pyridine-3-ol), O=C1C=2C=C(C(=NC2C=CN1)C1=CC=C(C=O)C=C1)C1=CC=CC=C1 (4-(5-oxo-3-phenyl-5,6-dihydro-1,6-naphthyridin-2-yl)benzaldehyde), CN(C)C=O (DMF). Run in C(C)N(CC)CC (triethylamine), C(C)(=O)O (acetic acid). Conditions: time 3 hour. Yields the product FC(C(=O)O)(F)F.OC=1C=C2CCN(CC2=CC1O)CC1=CC=C(C=C1)C1=NC=2C=CNC(C2C=C1C1=CC=CC=C1)=O (2-{4-[(6,7-dihydroxy-3,4-dihydroisoquinolin-2(1H)-yl)methyl]phenyl}-3-phenyl-1,6-naphthyridin-5(6H)-one trifluoroacetate). As a reaction SMILES: O1[C:5]2[CH2:6][NH:7][CH2:8][CH2:9][C:4]=2[C:3](O)=N1.[O:11]=[C:12]1[NH:21][CH:20]=[CH:19][C:18]2[N:17]=[C:16]([C:22]3[CH:29]=[CH:28][C:25](C=O)=[CH:24][CH:23]=3)[C:15]([C:30]3[CH:35]=[CH:34][CH:33]=[CH:32][CH:31]=3)=[CH:14][C:13]1=2.C(O[BH-](O[C:46](=[O:48])[CH3:47])OC(=O)C)(=O)C.[Na+].[F:50][C:51]([F:56])([F:55])[C:52]([OH:54])=[O:53].CN([CH:60]=[O:61])C>C(O)(=O)C.C(N(CC)CC)C>[F:50][C:51]([F:56])([F:55])[C:52]([OH:54])=[O:53].[OH:61][C:60]1[CH:3]=[C:4]2[C:5](=[CH:47][C:46]=1[OH:48])[CH2:6][N:7]([CH2:51][C:25]1[CH:24]=[CH:23][C:22]([C:16]3[C:15]([C:30]4[CH:35]=[CH:34][CH:33]=[CH:32][CH:31]=4)=[CH:14][C:13]4[C:12](=[O:11])[NH:21][CH:20]=[CH:19][C:18]=4[N:17]=3)=[CH:29][CH:28]=1)[CH2:8][CH2:9]2 |f:2.3,8.9|. Procedure details: To 4,5,6,7-tetrahydroisoxazolo[5,4-c]pyridine-3-ol (46 mg) and 4-(5-oxo-3-phenyl-5,6-dihydro-1,6-naphthyridin-2-yl)benzaldehyde (130 mg) in DMF (0.5 mL) was added, triethylamine (64 μL), this solution was stirred for 15 minutes then acetic acid (117 μL) was added and the solution stirred for 3 hours. Sodium triacetoxyborohydride (48 mg) in DMF (0.5 mL) was then added. The reaction mixture was stirred overnight, trifluoroacetic acid (100 μL) was added purified by HPLC to give 2-{4-[(6,7-dihydroxy...